Dataset: the Open Reaction Database (ORD), a public repository of structured organic reaction records. Task: describe an organic reaction: reactants, conditions, products, and yield Starting materials: CO, CS(=O)(=O)c1ccc(C(=CC2CCC3(C2)OCCO3)c2cc3cccnc3[nH]2)cc1. The product is CS(=O)(=O)c1ccc(C(CC2CCC3(C2)OCCO3)c2cc3cccnc3[nH]2)cc1. Reaction SMILES: [CH3:31][OH:32].[O:1]1[CH2:2][CH2:3][O:4][C:5]12[CH2:6][CH:7]([CH:10]=[C:11]([c:12]1[cH:13][cH:14][c:15]([S:18](=[O:19])(=[O:20])[CH3:21])[cH:16][cH:17]1)[c:22]1[cH:23][c:24]3[c:25]([n:26][cH:27][cH:28][cH:29]3)[nH:30]1)[CH2:8][CH2:9]2>>[O:1]1[CH2:2][CH2:3][O:4][C:5]12[CH2:6][CH:7]([CH2:10][CH:11]([c:12]1[cH:13][cH:14][c:15]([S:18](=[O:19])(=[O:20])[CH3:21])[cH:16][cH:17]1)[c:22]1[cH:23][c:24]3[c:25]([n:26][cH:27][cH:28][cH:29]3)[nH:30]1)[CH2:8][CH2:9]2.